From a dataset of the Open Reaction Database (ORD), a public repository of structured organic reaction records. describe an organic reaction: reactants, conditions, products, and yield Reactants: O1CC(C=2C1=NC=CC2)N (2,3-dihydrofuro[2,3-b]pyridin-3-amine), CON=C1COC2=CN=CC=C21 (furo[2,3-c]pyridin-3(2H)-one O-methyl oxime). Product: O1CC(C=2C1=CN=CC2)N (2,3-dihydrofuro[2,3-c]pyridin-3-amine). Procedure: This compound was prepared using a method analogous to that of 2,3-dihydrofuro[2,3-b]pyridin-3-amine (A.2.1.2), furo[2,3-c]pyridin-3(2H)-one O-methyl oxime replacing furo[2,3-b]pyridin-3(2H)-one O-methyl oxime; As a reaction SMILES: O1C2=NC=CC=C2C(N)C1.CO[N:13]=[C:14]1[C:22]2[C:17](=[CH:18][N:19]=[CH:20][CH:21]=2)[O:16][CH2:15]1>>[O:16]1[C:17]2=[CH:18][N:19]=[CH:20][CH:21]=[C:22]2[CH:14]([NH2:13])[CH2:15]1. The product is OC[C@@H]1CC(=C(C[C@H]1CO)C)C (Trans-4,5-bis(hydroxymethyl)-1,2-dimethylcyclohex-1-ene). Reactants: CC1=C(C[C@H]([C@@H](C1)C(=O)OC)C(=O)OC)C (trans-dimethyl 1,2-dimethylcyclohex-1-ene-4,5-dicarboxylate), S(=O)(=O)([O-])[O-].[Na+].[Na+] (sodium sulphate), [Li] (lithium), resultant suspension. The solvent is C1CCOC1 (THF), C1CCOC1 (THF). Yield: 36.0%. Procedure details: To a suspension of lithium alumium hydride (1.529 g, 0.04 mol) in dry THF (60 ml) at 0° C. was added trans-dimethyl 1,2-dimethylcyclohex-1-ene-4,5-dicarboxylate (2.269 g, 0.01 mol) in dry THF (40 ml) over 30 min. The resultant suspension was stirred for another hour at 0° C., and then saturated sodium sulphate solution (5ml) was added dropwise. The solution was filtered and the filtrate evaporated to give an oil, which on purification gave the title compound in 36% yield. N.m.r: δH (90 MHz, CDCl... Reaction SMILES: [Li].[CH3:2][C:3]1[CH2:8][C@@H:7]([C:9](OC)=[O:10])[C@H:6]([C:13](OC)=[O:14])[CH2:5][C:4]=1[CH3:17].S([O-])([O-])(=O)=O.[Na+].[Na+]>C1COCC1>[OH:10][CH2:9][C@H:7]1[C@H:6]([CH2:13][OH:14])[CH2:5][C:4]([CH3:17])=[C:3]([CH3:2])[CH2:8]1 |f:2.3.4,^1:0|. Starting materials: COC(COCc1ccccc1)CSC(C)=O, CCCCCCCCCCCCCCCCCCN=C=O, c1ccncc1. Reaction SMILES: [C:1]([CH3:2])(=[O:3])[S:4][CH2:5][CH:6]([CH2:7][O:8][CH2:9][c:10]1[cH:11][cH:12][cH:13][cH:14][cH:15]1)[O:16][CH3:17].[CH2:18]([CH2:19][CH2:20][CH2:21][CH2:22][CH2:23][CH2:24][CH2:25][CH2:26][CH2:27][CH2:28][CH2:29][CH2:30][CH2:31][CH2:32][CH2:33][CH2:34][CH3:35])[N:36]=[C:37]=[O:38].[cH:39]1[cH:40][cH:41][n:42][cH:43][cH:44]1>>[C:1](=[O:3])([S:4][CH2:5][CH:6]([CH2:7][O:8][CH2:9][c:10]1[cH:11][cH:12][cH:13][cH:14][cH:15]1)[O:16][CH3:17])[NH:36][CH2:18][CH2:19][CH2:20][CH2:21][CH2:22][CH2:23][CH2:24][CH2:25][CH2:26][CH2:27][CH2:28][CH2:29][CH2:30][CH2:31][CH2:32][CH2:33][CH2:34][CH3:35]. Product: CCCCCCCCCCCCCCCCCCNC(=O)SCC(COCc1ccccc1)OC. Starting materials: C(C1=CC=CC=C1)OC(CC1CCN(CC1)C(C(CNC(C1=CC=C(C=C1)C#N)=O)(C)C)=O)=O (N-(N-4-Cyanobenzoyl-α,α-dimethyl-β-alanyl)-4-piperidineacetic acid benzyl ester), N1=CC=CC=C1 (pyridine), S (hydrogen sulfide). Run at time 12 hour. Yields the product C(C1=CC=CC=C1)OC(CC1CCN(CC1)C(C(CNC(C1=CC=C(C=C1)C(N)=N)=O)(C)C)=O)=O (N-(N-4-amidinobenzoyl-α,α-dimethyl-β-alanyl)-4-piperidineacetic acid benzyl ester). Isolated yield 40.0%. Reaction SMILES: [CH2:1]([O:8][C:9](=[O:34])[CH2:10][CH:11]1[CH2:16][CH2:15][N:14]([C:17](=[O:33])[C:18]([CH3:32])([CH3:31])[CH2:19][NH:20][C:21](=[O:30])[C:22]2[CH:27]=[CH:26][C:25]([C:28]#[N:29])=[CH:24][CH:23]=2)[CH2:13][CH2:12]1)[C:2]1[CH:7]=[CH:6][CH:5]=[CH:4][CH:3]=1.S.[N:36]1C=CC=CC=1>>[CH2:1]([O:8][C:9](=[O:34])[CH2:10][CH:11]1[CH2:16][CH2:15][N:14]([C:17](=[O:33])[C:18]([CH3:31])([CH3:32])[CH2:19][NH:20][C:21](=[O:30])[C:22]2[CH:27]=[CH:26][C:25]([C:28](=[NH:36])[NH2:29])=[CH:24][CH:23]=2)[CH2:13][CH2:12]1)[C:2]1[CH:7]=[CH:6][CH:5]=[CH:4][CH:3]=1. Procedure: N-(N-4-Cyanobenzoyl-α,α-dimethyl-β-alanyl)-4-piperidineacetic acid benzyl ester (0.6 g) was dissolved in pyridine (15 ml) and hydrogen sulfide gas was introduced for 1 hour. The reaction container was sealed and the reaction mixture was stirred at a room temperature for 12 hours. The solvent was distilled off and methyl iodide (2 g) was added, followed by refluxing in acetone for 3 hours. After the solvent and excess methyl iodide were distilled off from the reaction solution, ammonium acetate (...